This data is from the Open Reaction Database (ORD), a public repository of structured organic reaction records. The task is: describe an organic reaction: reactants, conditions, products, and yield Reactants: CC(=O)O[BH-](OC(C)=O)OC(C)=O, CC(C)(C)OC(=O)N1CCC(c2nc(C=O)cs2)CC1, ClCCl, Nc1ccc(F)nc1, [Na+]. Product: CC(C)(C)OC(=O)N1CCC(c2nc(CNc3ccc(F)nc3)cs2)CC1. RXN SMILES: [C:29]([O:30][BH-:31]([O:32][C:33](=[O:34])[CH3:35])[O:36][C:37](=[O:38])[CH3:39])(=[O:40])[CH3:41].[C:9]([CH3:10])([CH3:11])([CH3:12])[O:13][C:14](=[O:15])[N:16]1[CH2:17][CH2:18][CH:19]([c:22]2[s:23][cH:24][c:25]([CH:27]=[O:28])[n:26]2)[CH2:20][CH2:21]1.[Cl:43][CH2:44][Cl:45].[NH2:1][c:2]1[cH:3][cH:4][c:5]([F:8])[n:6][cH:7]1.[Na+:42]>>[NH:1]([c:2]1[cH:3][cH:4][c:5]([F:8])[n:6][cH:7]1)[CH2:27][c:25]1[cH:24][s:23][c:22]([CH:19]2[CH2:18][CH2:17][N:16]([C:14]([O:13][C:9]([CH3:10])([CH3:11])[CH3:12])=[O:15])[CH2:21][CH2:20]2)[n:26]1. Starting materials: OCC1=CC=C(C(=O)OCC)C=C1 (ethyl 4-(hydroxymethyl)benzoate). The reagents and catalysts are [O-2].[O-2].[Mn+4] (manganese dioxide). Solvent: CCCCCC.C(Cl)(Cl)(Cl)Cl (n-hexane carbon tetrachloride). Product: C(=O)C1=CC=C(C(=O)OCC)C=C1 (ETHYL 4-FORMYLBENZOATE). As a reaction SMILES: [OH:1][CH2:2][C:3]1[CH:13]=[CH:12][C:6]([C:7]([O:9][CH2:10][CH3:11])=[O:8])=[CH:5][CH:4]=1>[O-2].[O-2].[Mn+4].CCCCCC.C(Cl)(Cl)(Cl)Cl>[CH:2]([C:3]1[CH:13]=[CH:12][C:6]([C:7]([O:9][CH2:10][CH3:11])=[O:8])=[CH:5][CH:4]=1)=[O:1] |f:1.2.3,4.5|. Procedure details: 24.1 g (0.277 mmol) of manganese dioxide are added with stirring and at room temperature to a solution of 2.5 g (13.9 mmol) of ethyl 4-(hydroxymethyl)benzoate in an n-hexane/carbon tetrachloride (50 ml : 30 ml) mixture. After half an hour of stirring, the reaction is complete. After filtration of the reaction medium and removal of the solvents under vacuum, 1.76 g of a yellow oil which gives a single spot in TLC are obtained. A crystallization in isopropyl ether yields a white solid.